Dataset: the Open Reaction Database (ORD), a public repository of structured organic reaction records. Task: describe an organic reaction: reactants, conditions, products, and yield Starting materials: FC(C=1C=C(C=CC1)S(=O)(=O)OC=1C=CC(=C(C1)[N+](=O)[O-])NC(=O)N)(F)F (5-(3-trifluoromethylphenylsulfonyloxy)-2-ureidonitrobenzene), [H][H] (hydrogen). Reagents/catalysts: [Ni] (Raney nickel). The solvent is COCCO (2-methoxyethanol), CO (methanol). The product is FC(C=1C=C(C=CC1)S(=O)(=O)OC=1C=CC(=C(N)C1)NC(=O)N)(F)F (5-(3-Trifluoromethylphenylsulfonyloxy)-2-ureidoaniline). As a reaction SMILES: [F:1][C:2]([F:27])([F:26])[C:3]1[CH:4]=[C:5]([S:9]([O:12][C:13]2[CH:14]=[CH:15][C:16]([NH:22][C:23]([NH2:25])=[O:24])=[C:17]([N+:19]([O-])=O)[CH:18]=2)(=[O:11])=[O:10])[CH:6]=[CH:7][CH:8]=1.[H][H]>CO.COCCO.[Ni]>[F:26][C:2]([F:1])([F:27])[C:3]1[CH:4]=[C:5]([S:9]([O:12][C:13]2[CH:14]=[CH:15][C:16]([NH:22][C:23]([NH2:25])=[O:24])=[C:17]([CH:18]=2)[NH2:19])(=[O:11])=[O:10])[CH:6]=[CH:7][CH:8]=1. Procedure details: 61.5 g of 5-(3-trifluoromethylphenylsulfonyloxy)-2-ureidonitrobenzene in 200 ml of methanol and 200 ml of 2-methoxyethanol are hydrogenated under normal pressure with a catalytic amount of Raney nickel. After hydrogen uptake is complete, the catalyst is filtered off with suction, washed with methanol and the solution is evaporated under reduced pressure, 1 liter of water is added, and the solid is filtered off with suction, washed with water and dried over NaOH, melting point 172° C., decomposit... Reactants: C(C)OC(C)OC(CCO)C(F)(F)F (3-(1-ethoxyethoxy)-4,4,4-trifluoro-1-butanol), ClC1=CC=C(C=C1)[N+](=O)[O-] (4-chloronitrobenzene), O (water), [H-].[Na+] (NaH). Solvent: C1CCOC1 (THF), CN(C)C=O (DMF), C1CCOC1 (THF). Conditions: time 30 minute. The product is [N+](=O)([O-])C1=CC=C(C=C1)OCCC(C(F)(F)F)OC(C)OCC (4-nitro-1-[4,4,4-trifluoro-3-(1-ethoxyethoxy)butoxy]benzene). The yield is 78.0%. As a reaction SMILES: [H-].[Na+].[CH2:3]([O:5][CH:6]([O:8][CH:9]([C:13]([F:16])([F:15])[F:14])[CH2:10][CH2:11][OH:12])[CH3:7])[CH3:4].Cl[C:18]1[CH:23]=[CH:22][C:21]([N+:24]([O-:26])=[O:25])=[CH:20][CH:19]=1.O>C1COCC1.CN(C=O)C>[N+:24]([C:21]1[CH:22]=[CH:23][C:18]([O:12][CH2:11][CH2:10][CH:9]([O:8][CH:6]([O:5][CH2:3][CH3:4])[CH3:7])[C:13]([F:14])([F:15])[F:16])=[CH:19][CH:20]=1)([O-:26])=[O:25] |f:0.1|. Procedure details: To a suspension of 2.4 g (0.049 mol) of 50% NaH in 50 ml of THF, is slowly added a solution of 10.6 g (0.049 mol) of 3-(1-ethoxyethoxy)-4,4,4-trifluoro-1-butanol in 15 ml of THF. When no more gas evolves, a solution of 6.5 g (0.041 mol) of 4-chloronitrobenzene in 65 ml of DMF is added. After 30 min., the reaction medium is poured on iced water. The reaction medium is extracted with ether. The organic phase is washed with water, dried over Na2SO4 and concentrated. The aimed product is obtained wi... The reactants are CC#N, O=C(CCl)c1cccs1, O=C(OC1CN2CCC1CC2)C(Nc1cc(F)c(F)c(F)c1)c1cccc(F)c1. Yields the product [Cl-], O=C(C[N+]12CCC(CC1)C(OC(=O)C(Nc1cc(F)c(F)c(F)c1)c1cccc(F)c1)C2)c1cccs1. RXN SMILES: [CH3:39][C:40]#[N:41].[Cl:30][CH2:31][C:32](=[O:33])[c:34]1[s:35][cH:36][cH:37][cH:38]1.[F:1][c:2]1[cH:3][c:4]([CH:8]([C:9](=[O:10])[O:11][CH:12]2[CH2:13][N:14]3[CH2:15][CH2:16][CH:17]2[CH2:18][CH2:19]3)[NH:20][c:21]2[cH:22][c:23]([F:29])[c:24]([F:28])[c:25]([F:27])[cH:26]2)[cH:5][cH:6][cH:7]1>>[Cl-:30].[F:1][c:2]1[cH:3][c:4]([CH:8]([C:9](=[O:10])[O:11][CH:12]2[CH2:13][N+:14]3([CH2:31][C:32](=[O:33])[c:34]4[s:35][cH:36][cH:37][cH:38]4)[CH2:15][CH2:16][CH:17]2[CH2:18][CH2:19]3)[NH:20][c:21]2[cH:22][c:23]([F:29])[c:24]([F:28])[c:25]([F:27])[cH:26]2)[cH:5][cH:6][cH:7]1. Starting materials: C(C)SC([C@@H](C(C)C)NC(=O)OCC1=CC=CC=C1)=O ((R)-2-benzyloxycarbonylamino-3-methyl-thiobutyric acid S-ethyl ester), [SiH](CC)(CC)CC (Et3SiH). The reagents and catalysts are [Pd] (Pd). Run in CC(=O)C (acetone). Run at temperature 0 celsius, time 30 minute. The product is C(C1=CC=CC=C1)OC(N[C@H](C(C)C)C=O)=O ((R)-(1-Formyl-2-methyl-propyl)-carbamic acid benzyl ester). Isolated yield 99.7%. RXN SMILES: C(S[C:4](=[O:20])[C@H:5]([NH:9][C:10]([O:12][CH2:13][C:14]1[CH:19]=[CH:18][CH:17]=[CH:16][CH:15]=1)=[O:11])[CH:6]([CH3:8])[CH3:7])C.[SiH](CC)(CC)CC>CC(C)=O.[Pd]>[CH2:13]([O:12][C:10](=[O:11])[NH:9][C@@H:5]([CH:4]=[O:20])[CH:6]([CH3:8])[CH3:7])[C:14]1[CH:19]=[CH:18][CH:17]=[CH:16][CH:15]=1. Reported procedure: To a solution containing (R)-2-benzyloxycarbonylamino-3-methyl-thiobutyric acid S-ethyl ester (5.2 g, 17.6 mmol) in acetone (100 mL) is added Pd-on-C (10%, 233 mg). The heterogeneous mixture is cooled to 0° C. and Et3SiH (8.4 mL, 53 mmol) is quickly added. After 30 min, the reaction mixture is filtered through a pad of celite and the clear filtrate is concentrated to a residue which is partitioned between hexane (200 mL) and acetonitrile (300 mL). The layers are separated and the ACN phase is wa... The reactants are NC1=CC=C(C=C1)S(=O)(=O)N(CC(C)C)CC(C(CC1=CC=CC=C1)N)O (4-Amino-N-(3-amino-2-hydroxy-4-phenyl-butyl)-N-isobutyl-benzenesulfonamide). The solvent is O (water). Conditions: temperature 6 celsius. The product is N[C@H]([C@@H](CN(S(=O)(=O)C1=CC=C(C=C1)N)CC(C)C)O)CC1=CC=CC=C1 ((2R,3S)-N-(3-amino-2-hydroxy-4-phenylbutyl)-N-isobutyl-4-amino-benzenesulfonamide). As a reaction SMILES: [NH2:1][C:2]1[CH:7]=[CH:6][C:5]([S:8]([N:11]([CH2:16][CH:17]([OH:27])[CH:18]([NH2:26])[CH2:19][C:20]2[CH:25]=[CH:24][CH:23]=[CH:22][CH:21]=2)[CH2:12][CH:13]([CH3:15])[CH3:14])(=[O:10])=[O:9])=[CH:4][CH:3]=1>O>[NH2:26][C@@H:18]([CH2:19][C:20]1[CH:21]=[CH:22][CH:23]=[CH:24][CH:25]=1)[C@H:17]([OH:27])[CH2:16][N:11]([CH2:12][CH:13]([CH3:14])[CH3:15])[S:8]([C:5]1[CH:6]=[CH:7][C:2]([NH2:1])=[CH:3][CH:4]=1)(=[O:10])=[O:9]. Reported procedure: The obtained solution was then cooled to 40±3° C. followed by the addition of water. Adjustment of the pH of the solution to around 9.5 with aqueous solution of sodium hydroxide gave crystals 4-Amino-N-(3-amino-2-hydroxy-4-phenyl-butyl)-N-isobutyl-benzenesulfonamide. Additional water was added to this solution to adjust the concentration of 4-Amino-N-(3-amino-2-hydroxy-4-phenyl-butyl)-N-isobutyl-benzenesulfonamide to 5.5-5.8 wt %, and then this solution was cooled to 6±4° C. The resulting crysta... Reactants: [OH-].[Na+] (NaOH), BrC1=CC(=C(NC)C=C1)[N+](=O)[O-] (4-bromo-N-methyl-2-nitroaniline), ice water, O.O.Cl[Sn]Cl (SnCl2.2H2O). The solvent is CCO (EtOH). Reaction conditions: temperature 70 celsius. The product is BrC=1C=C(C(=CC1)NC)N (4-Bromo-N1-methylbenzene-1,2-diamine). As a reaction SMILES: [Br:1][C:2]1[CH:9]=[CH:8][C:5]([NH:6][CH3:7])=[C:4]([N+:10]([O-])=O)[CH:3]=1.O.O.Cl[Sn]Cl.[OH-].[Na+]>CCO>[Br:1][C:2]1[CH:3]=[C:4]([NH2:10])[C:5]([NH:6][CH3:7])=[CH:8][CH:9]=1 |f:1.2.3,4.5|. Reported procedure: A suspension of 4-bromo-N-methyl-2-nitroaniline (5328 mg, 22.04 mmol) in EtOH (100 ml) was treated with SnCl2.2H2O (25.61 g, 110.2 mmol) and the resulting mixture heated at 70° C. under an atmosphere of Nitrogen for 5 h. The reaction mixture was then cooled to rt and treated with ice-water (50 ml) followed by aqueous NaOH (4 N) until pH>8. This basic mixture was then extracted with EtOAc (3×150 ml) and the combined extracts washed with brine (3×100 ml), dried over MgSO4 and concentrated in vacuo... Starting materials: C(CCC)OC=1C(C(C1NC(C(C)(C)C)C)=O)=O (3-butoxy-4-(1,2,2-trimethyl-propylamino)cyclobut-3-ene-1,2-dione), ClC1=C(CN)C=CC(=C1)C#N (2-chloro-4-cyanobenzylamine). The solvent is O1CCCC1 (tetrahydrofuran). Reaction conditions: time 62 hour. Product: ClC=1C=C(C#N)C=CC1CNC1=C(C(C1=O)=O)NC(C(C)(C)C)C (3-Chloro-4-{[3,4-dioxo-2-(1,2,2-trimethyl-propylamino)-cyclobut-1-enylamino]-methyl}-benzonitrile). The yield is 44.6%. As a reaction SMILES: C(O[C:6]1[C:7](=[O:18])[C:8](=[O:17])[C:9]=1[NH:10][CH:11]([CH3:16])[C:12]([CH3:15])([CH3:14])[CH3:13])CCC.[Cl:19][C:20]1[CH:27]=[C:26]([C:28]#[N:29])[CH:25]=[CH:24][C:21]=1[CH2:22][NH2:23]>O1CCCC1>[Cl:19][C:20]1[CH:27]=[C:26]([CH:25]=[CH:24][C:21]=1[CH2:22][NH:23][C:6]1[C:7](=[O:18])[C:8](=[O:17])[C:9]=1[NH:10][CH:11]([CH3:16])[C:12]([CH3:13])([CH3:14])[CH3:15])[C:28]#[N:29]. Procedure details: A solution of 3-butoxy-4-(1,2,2-trimethyl-propylamino)cyclobut-3-ene-1,2-dione (1.27 g, 5.0 mmol, Example 5), 2-chloro-4-cyanobenzylamine (0.833 g, 5.0 mmol, Example 2, Step 3) and tetrahydrofuran (8 mL) was stirred at room temperature for 23 hours, refluxed for 4 hours and allowed to stand at room temperature for approximately 62 hours. The mixture was freed of solvent and the residue was triturated with diethyl ether and dried. The resulting white solid (1.096 g) was recrystallized three times... Starting materials: CCCC[Sn](CCCC)(CCCC)c1ccnc(C)c1, CCOC(C)=O, CC(C)(C)OC(=O)Cc1ccc(Cl)c(C#N)c1, CN(C)C=O, c1ccc(P(c2ccccc2)(c2ccccc2)[Pd](P(c2ccccc2)(c2ccccc2)c2ccccc2)(P(c2ccccc2)(c2ccccc2)c2ccccc2)P(c2ccccc2)(c2ccccc2)c2ccccc2)cc1. The product is Cc1cc(-c2ccc(CC(=O)OC(C)(C)C)cc2C#N)ccn1. As a reaction SMILES: [CH3:18][c:19]1[n:20][cH:21][cH:22][c:23]([Sn:25]([CH2:26][CH2:27][CH2:28][CH3:29])([CH2:30][CH2:31][CH2:32][CH3:33])[CH2:34][CH2:35][CH2:36][CH3:37])[cH:24]1.[CH3:43][CH2:44][O:45][C:46](=[O:47])[CH3:48].[Cl:1][c:2]1[c:3]([C:16]#[N:17])[cH:4][c:5]([CH2:8][C:9](=[O:10])[O:11][C:12]([CH3:13])([CH3:14])[CH3:15])[cH:6][cH:7]1.[O:38]=[CH:39][N:40]([CH3:41])[CH3:42].[cH:49]1[cH:50][cH:51][c:52]([P:53]([Pd:54]([P:55]([c:56]2[cH:57][cH:58][cH:59][cH:60][cH:61]2)([c:62]2[cH:63][cH:64][cH:65][cH:66][cH:67]2)[c:68]2[cH:69][cH:70][cH:71][cH:72][cH:73]2)([P:74]([c:75]2[cH:76][cH:77][cH:78][cH:79][cH:80]2)([c:81]2[cH:82][cH:83][cH:84][cH:85][cH:86]2)[c:87]2[cH:88][cH:89][cH:90][cH:91][cH:92]2)[P:93]([c:94]2[cH:95][cH:96][cH:97][cH:98][cH:99]2)([c:100]2[cH:101][cH:102][cH:103][cH:104][cH:105]2)[c:106]2[cH:107][cH:108][cH:109][cH:110][cH:111]2)([c:112]2[cH:113][cH:114][cH:115][cH:116][cH:117]2)[c:118]2[cH:119][cH:120][cH:121][cH:122][cH:123]2)[cH:124][cH:125]1>>[c:2]1(-[c:23]2[cH:22][cH:21][n:20][c:19]([CH3:18])[cH:24]2)[c:3]([C:16]#[N:17])[cH:4][c:5]([CH2:8][C:9](=[O:10])[O:11][C:12]([CH3:13])([CH3:14])[CH3:15])[cH:6][cH:7]1. Reactants: CCCCCCCCCCCCCCCCCCBr, O=C([O-])[O-], CN(C)CCCNC(=O)CCc1ccccc1O, CC(C)=O, [K+], [K+]. Yields the product CCCCCCCCCCCCCCCCCCOc1ccccc1CCC(=O)NCCCN(C)C. Reaction SMILES: [Br:7][CH2:8][CH2:9][CH2:10][CH2:11][CH2:12][CH2:13][CH2:14][CH2:15][CH2:16][CH2:17][CH2:18][CH2:19][CH2:20][CH2:21][CH2:22][CH2:23][CH2:24][CH3:25].[C:1](=[O:2])([O-:3])[O-:4].[CH3:26][N:27]([CH2:28][CH2:29][CH2:30][NH:31][C:32]([CH2:33][CH2:34][c:35]1[c:36]([OH:41])[cH:37][cH:38][cH:39][cH:40]1)=[O:42])[CH3:43].[CH3:44][C:45](=[O:46])[CH3:47].[K+:5].[K+:6]>>[CH2:8]([CH2:9][CH2:10][CH2:11][CH2:12][CH2:13][CH2:14][CH2:15][CH2:16][CH2:17][CH2:18][CH2:19][CH2:20][CH2:21][CH2:22][CH2:23][CH2:24][CH3:25])[O:41][c:36]1[c:35]([CH2:34][CH2:33][C:32]([NH:31][CH2:30][CH2:29][CH2:28][N:27]([CH3:26])[CH3:43])=[O:42])[cH:40][cH:39][cH:38][cH:37]1.